Dataset: the Open Reaction Database (ORD), a public repository of structured organic reaction records. Task: describe an organic reaction: reactants, conditions, products, and yield Starting materials: OC(C#CC(=O)OC)C1=C(C(=C(C=C1)OC)OC)OC (methyl 4-hydroxy-4-(2,3,4 -trimethoxyphenyl)-2-butynoate). The reagents and catalysts are [O-2].[O-2].[Mn+4] (manganese dioxide). Solvent: C(Cl)Cl (methylene chloride), C(Cl)Cl (methylene chloride). Reaction conditions: time 1 hour. Product: COC1=C(C(=O)C#CC(=O)OC)C=CC(=C1OC)OC (methyl 3-(2,3,4 -trimethoxybenzoyl)propiolate). Reaction SMILES: [OH:1][CH:2]([C:9]1[CH:14]=[CH:13][C:12]([O:15][CH3:16])=[C:11]([O:17][CH3:18])[C:10]=1[O:19][CH3:20])[C:3]#[C:4][C:5]([O:7][CH3:8])=[O:6]>C(Cl)Cl.[O-2].[O-2].[Mn+4]>[CH3:20][O:19][C:10]1[C:11]([O:17][CH3:18])=[C:12]([O:15][CH3:16])[CH:13]=[CH:14][C:9]=1[C:2]([C:3]#[C:4][C:5]([O:7][CH3:8])=[O:6])=[O:1] |f:2.3.4|. Procedure details: A solution of 7 g (25 mmol) of methyl 4-hydroxy-4-(2,3,4 -trimethoxyphenyl)-2-butynoate in 40 ml of methylene chloride was added dropwise at 0° to a suspension of 62 g (0.71 mol) of manganese dioxide in 140 ml of methylene chloride. The reaction mixture was stirred at 0° for 1 hour, filtered over magnesium sulphate and concentrated. Crystallization of the residue from ethyl acetate/hexane yielded methyl 3-(2,3,4 -trimethoxybenzoyl)propiolate of melting point 74°. The product is ClC=1C=NC=C(C1NC1=NC2=C(N1C)C=1CC(OC1C(=C2)C(=O)NC2=CC(=C(C=C2)F)C(F)(F)F)(C)C)Cl (2-((3,5-Dichloropyridin-4-yl)amino)-N-(4-fluoro-3-(trifluoromethyl)phenyl)-1,7,7-trimethyl-7,8-dihydro-1H-benzofuro[4,5-d]imidazole-5-carboxamide). Isolated yield 52.0%. The reactants are ClC=1C=NC=C(C1NC1=NC2=C(N1C)C=1CC(OC1C(=C2)C(=O)OC)(C)C)Cl (methyl 2-((3,5-dichloropyridin-4-yl)amino)-1,7,7-trimethyl-7,8-dihydro-1H-benzofuro[4,5-d]imidazole-5-carboxylate), FC1=C(C=C(N)C=C1)C(F)(F)F (4-fluoro-3-(trifluoromethyl) aniline), C[Al](C)C (trimethyl aluminium). The solvent is C1(=CC=CC=C1)C (toluene). Reported procedure: The title compound was prepared following the procedure described for Example-143 by using methyl 2-((3,5-dichloropyridin-4-yl)amino)-1,7,7-trimethyl-7,8-dihydro-1H-benzofuro[4,5-d]imidazole-5-carboxylate (Intermediate-60, 0.100 g, 0.237 mmol), 4-fluoro-3-(trifluoromethyl) aniline (0.063 g, 0.356 mmol), trimethyl aluminium (2M solution in toluene) (0.5 mL), dry toluene (5.0 mL) to afford 0.070 g of the desired product. 1HNMR (DMSO-d6): δ 1.60 (s, 6H), 3.48 (s, 2H), 3.59 (s, 3H), 7.22 (s, 1H), 7.... As a reaction SMILES: [Cl:1][C:2]1[CH:3]=[N:4][CH:5]=[C:6]([Cl:28])[C:7]=1[NH:8][C:9]1[N:13]([CH3:14])[C:12]2[C:15]3[CH2:16][C:17]([CH3:27])([CH3:26])[O:18][C:19]=3[C:20]([C:22]([O:24]C)=O)=[CH:21][C:11]=2[N:10]=1.[F:29][C:30]1[CH:36]=[CH:35][C:33]([NH2:34])=[CH:32][C:31]=1[C:37]([F:40])([F:39])[F:38].C[Al](C)C>C1(C)C=CC=CC=1>[Cl:28][C:6]1[CH:5]=[N:4][CH:3]=[C:2]([Cl:1])[C:7]=1[NH:8][C:9]1[N:13]([CH3:14])[C:12]2[C:15]3[CH2:16][C:17]([CH3:27])([CH3:26])[O:18][C:19]=3[C:20]([C:22]([NH:34][C:33]3[CH:35]=[CH:36][C:30]([F:29])=[C:31]([C:37]([F:40])([F:38])[F:39])[CH:32]=3)=[O:24])=[CH:21][C:11]=2[N:10]=1. Reactants: [OH-].[Na+] (NaOH), IC=1C=C2C(C(=CN(C2=NC1OC)C)C(=O)OCC)=O (Ethyl 6-iodo-7-methoxy-1-methyl-4-oxo-1,4-dihydro[1,8]naphthyridine-3-carboxylate), Cl (HCl). Solvent: CO (MeOH). Reaction conditions: time 4 hour. Yields the product IC=1C=C2C(C(=CN(C2=NC1OC)C)C(=O)O)=O (6-iodo-7-methoxy-1-methyl-4-oxo-1,4-dihydro[1,8]naphthyridine-3-carboxylic acid). Isolated yield 95.0%. Reaction SMILES: [I:1][C:2]1[CH:3]=[C:4]2[C:9](=[N:10][C:11]=1[O:12][CH3:13])[N:8]([CH3:14])[CH:7]=[C:6]([C:15]([O:17]CC)=[O:16])[C:5]2=[O:20].[OH-].[Na+].Cl>CO>[I:1][C:2]1[CH:3]=[C:4]2[C:9](=[N:10][C:11]=1[O:12][CH3:13])[N:8]([CH3:14])[CH:7]=[C:6]([C:15]([OH:17])=[O:16])[C:5]2=[O:20] |f:1.2|. Reported procedure: Ethyl 6-iodo-7-methoxy-1-methyl-4-oxo-1,4-dihydro[1,8]naphthyridine-3-carboxylate (3.63 g) is dissolved in MeOH (200 mL). To this is added 6N NaOH (60 mL) and the resulting mixture is stirred at room temperature for 4 h. The white suspension is poured into a seperatory funnel and the organic layer is made acidic with HCl, extracted several times with CH2Cl2 (total volume 4 L), washed with water, brine, dried (MgSO4), filtered and concentrated in vacuo to afford 3.2 g (96%) of 6-iodo-7-methoxy-1-... The reactants are CC(C)C(NC(=O)OCc1ccccc1)C(=O)NC(Cc1ccccc1)C(O)CC1CCCCC1C(=O)NC(C)(C)C, CN(C)C=O, O=[Cr](=O)([O-])O[Cr](=O)(=O)[O-], O, c1cc[nH+]cc1, c1cc[nH+]cc1. Product: CC(C)C(NC(=O)OCc1ccccc1)C(=O)NC(Cc1ccccc1)C(=O)CC1CCCCC1C(=O)NC(C)(C)C. RXN SMILES: [CH2:22]([c:23]1[cH:24][cH:25][cH:26][cH:27][cH:28]1)[O:29][C:30](=[O:31])[NH:32][CH:33]([CH:34]([CH3:35])[CH3:36])[C:37](=[O:38])[NH:39][CH:40]([CH:41]([CH2:42][CH:43]1[CH:44]([C:49](=[O:50])[NH:51][C:52]([CH3:53])([CH3:54])[CH3:55])[CH2:45][CH2:46][CH2:47][CH2:48]1)[OH:56])[CH2:57][c:58]1[cH:59][cH:60][cH:61][cH:62][cH:63]1.[CH3:65][N:66]([CH3:67])[CH:68]=[O:69].[Cr:1]([O:2][Cr:3]([O-:4])(=[O:5])=[O:6])([O-:7])(=[O:8])=[O:9].[OH2:64].[nH+:10]1[cH:11][cH:12][cH:13][cH:14][cH:15]1.[nH+:16]1[cH:17][cH:18][cH:19][cH:20][cH:21]1>>[CH2:22]([c:23]1[cH:24][cH:25][cH:26][cH:27][cH:28]1)[O:29][C:30](=[O:31])[NH:32][CH:33]([CH:34]([CH3:35])[CH3:36])[C:37](=[O:38])[NH:39][CH:40]([C:41]([CH2:42][CH:43]1[CH:44]([C:49](=[O:50])[NH:51][C:52]([CH3:53])([CH3:54])[CH3:55])[CH2:45][CH2:46][CH2:47][CH2:48]1)=[O:56])[CH2:57][c:58]1[cH:59][cH:60][cH:61][cH:62][cH:63]1. Starting materials: COC(=O)N(C)CC#N, C[O-], CCOC=O, [Na+], C1CCOC1. Product: COC(=O)N(C)C(C#N)=C[O-], [Na+]. Reaction SMILES: [C:4](#[N:5])[CH2:6][N:7]([C:8]([O:9][CH3:10])=[O:11])[CH3:12].[CH3:1][O-:2].[CH:13](=[O:14])[O:15][CH2:16][CH3:17].[Na+:3].[O:18]1[CH2:19][CH2:20][CH2:21][CH2:22]1>>[C:4](#[N:5])[C:6]([N:7]([C:8]([O:9][CH3:10])=[O:11])[CH3:12])=[CH:13][O-:14].[Na+:3]. Starting materials: C(C=C)OC=1C=C(CN2C(CCC3=C(C(=C(C=C23)CC=C)O)CC=C)=O)C=CC1 (1-(3-allyloxybenzyl)-5,7-diallyl-3,4-dihydro-6-hydroxy-2(1H)-quinolinone), C1(CCCCC1)CN1C(CCC2=C(C(=C(C=C12)CC=C)O)CC=C)=O (1-(cyclohexylmethyl)-5,7-diallyl-3,4-dihydro-6-hydroxy-2(1H)-quinolinone). The product is C(C=C)C1=C2CCC(N(C2=CC(=C1O)CC=C)CC1=CC=C(C=C1)OC)=O (5,7-diallyl-3,4-dihydro-6-hydroxy-1-(4-methoxybenzyl)-2(1H)-quinolinone). Reaction SMILES: C(O[C:5]1[CH:6]=[C:7]([CH:27]=[CH:28][CH:29]=1)[CH2:8][N:9]1[C:18]2[C:13](=[C:14]([CH2:23][CH:24]=[CH2:25])[C:15]([OH:22])=[C:16]([CH2:19][CH:20]=[CH2:21])[CH:17]=2)[CH2:12][CH2:11][C:10]1=[O:26])C=C.C1(CN2C3C(=C(CC=C)[C:43]([OH:50])=C(CC=C)C=3)CCC2=O)CCCCC1>>[CH2:19]([C:16]1[C:15]([OH:22])=[C:14]([CH2:23][CH:24]=[CH2:25])[CH:13]=[C:18]2[C:17]=1[CH2:12][CH2:11][C:10](=[O:26])[N:9]2[CH2:8][C:7]1[CH:27]=[CH:28][C:29]([O:50][CH3:43])=[CH:5][CH:6]=1)[CH:20]=[CH2:21]. Reported procedure: 1-(3-allyloxybenzyl)-5,7-diallyl-3,4-dihydro-6-hydroxy-2(1H)-quinolinone and 1-(cyclohexylmethyl)-5,7-diallyl-3,4-dihydro-6-hydroxy-2(1H)-quinolinone. Conditions: time 12 hour. The solvent is C(C)(=O)OCC (ethyl acetate). Yields the product CC(C)S(=O)(=O)OC1=CC=C(C=C1)CCOC1=CC=C(C=C1)CC1C(NC(S1)=O)=O (5-([4-[2-(4-(2-Propanesulfonyloxy)phenyl)ethoxy]phenyl]methyl)thiazolidine-2,4-dione). The reagents and catalysts are [Pd] (Pd/C). Reaction SMILES: [CH3:1][CH:2]([S:4]([O:7][C:8]1[CH:13]=[CH:12][C:11]([CH2:14][CH2:15][O:16][C:17]2[CH:30]=[CH:29][C:20]([CH:21]=[C:22]3[S:26][C:25](=[O:27])[NH:24][C:23]3=[O:28])=[CH:19][CH:18]=2)=[CH:10][CH:9]=1)(=[O:6])=[O:5])[CH3:3].C(O)(=O)C>C(OCC)(=O)C.[Pd]>[CH3:3][CH:2]([S:4]([O:7][C:8]1[CH:9]=[CH:10][C:11]([CH2:14][CH2:15][O:16][C:17]2[CH:30]=[CH:29][C:20]([CH2:21][CH:22]3[S:26][C:25](=[O:27])[NH:24][C:23]3=[O:28])=[CH:19][CH:18]=2)=[CH:12][CH:13]=1)(=[O:6])=[O:5])[CH3:1]. Starting materials: CC(C)S(=O)(=O)OC1=CC=C(C=C1)CCOC1=CC=C(C=C2C(NC(S2)=O)=O)C=C1 (5-(4-[2-(4-(2-propanesulfonyloxy)phenyl)ethoxy]benzylidene)thiazolidine-2,4-dione), C(C)(=O)O (acetic acid). Procedure details: 1.2 g (2.7 mmole) 5-(4-[2-(4-(2-propanesulfonyloxy)phenyl)ethoxy]benzylidene)thiazolidine-2,4-dione was dissolved in 250 ml ethyl acetate by heating. 6 ml acetic acid and 1 g Pd/C (5%) were added and the hydrogenation was started while the solution was warm. After 12 hours at room temperature, more of the catalyst was added. After 60 hours the reaction mixture was filtered through celite and the solvent was evaporated in vacuo. The hydrogenation was restarted with more Pd/C (10%) and ethyl aceta... Yield: 45.9%.